Dataset: the Open Reaction Database (ORD), a public repository of structured organic reaction records. Task: describe an organic reaction: reactants, conditions, products, and yield The reactants are CC(=O)OCC(CO[N+](=O)[O-])O[N+](=O)[O-], CCO, Cl, [Na+], [OH-]. The product is O=[N+]([O-])OCC(CO)O[N+](=O)[O-]. RXN SMILES: [C:1](=[O:2])([CH3:3])[O:4][CH2:5][CH:6]([CH2:7][O:8][N+:9](=[O:10])[O-:11])[O:12][N+:13](=[O:14])[O-:15].[CH3:19][CH2:20][OH:21].[ClH:18].[Na+:17].[OH-:16]>>[OH:4][CH2:5][CH:6]([CH2:7][O:8][N+:9](=[O:10])[O-:11])[O:12][N+:13](=[O:14])[O-:15]. Reactants: O=C(O)c1cc(Br)cc2c1OC(c1ccccc1)(c1ccccc1)O2, CON(C)C(=O)C1CCCCC1. Yields the product O=C(O)c1cc(C(=O)C2CCCCC2)cc2c1OC(c1ccccc1)(c1ccccc1)O2. As a reaction SMILES: [Br:1][c:2]1[cH:3][c:4]([C:23](=[O:24])[OH:25])[c:5]2[c:6]([cH:22]1)[O:7][C:8]([c:10]1[cH:11][cH:12][cH:13][cH:14][cH:15]1)([c:16]1[cH:17][cH:18][cH:19][cH:20][cH:21]1)[O:9]2.[CH3:26][O:27][N:28]([C:29](=[O:30])[CH:31]1[CH2:32][CH2:33][CH2:34][CH2:35][CH2:36]1)[CH3:37]>>[c:2]1([C:29](=[O:30])[CH:31]2[CH2:32][CH2:33][CH2:34][CH2:35][CH2:36]2)[cH:3][c:4]([C:23](=[O:24])[OH:25])[c:5]2[c:6]([cH:22]1)[O:7][C:8]([c:10]1[cH:11][cH:12][cH:13][cH:14][cH:15]1)([c:16]1[cH:17][cH:18][cH:19][cH:20][cH:21]1)[O:9]2. Starting materials: C(CCC\C=C/C\C=C/C\C=C/C\C=C/CCCCC)(=O)O (arachidonic acid), [H-].[H-].[H-].[H-].[Li+].[Al+3] (LiAlH4), [OH-].[Na+] (NaOH), O (water), O (water). Solvent: C1CCOC1 (THF), C1CCOC1 (THF). Run at temperature 0 celsius, time 1 hour. Yields the product C(CCC\C=C/C\C=C/C\C=C/C\C=C/CCCCC)O ((5Z,8Z,11Z,14Z)-Icosa-5,8,11,14-tetraen-1-ol). Yield: 99.0%. As a reaction SMILES: [H-].[H-].[H-].[H-].[Li+].[Al+3].[C:7](O)(=[O:27])[CH2:8][CH2:9][CH2:10]/[CH:11]=[CH:12]\[CH2:13]/[CH:14]=[CH:15]\[CH2:16]/[CH:17]=[CH:18]\[CH2:19]/[CH:20]=[CH:21]\[CH2:22][CH2:23][CH2:24][CH2:25][CH3:26].O.[OH-].[Na+]>C1COCC1>[CH2:7]([OH:27])[CH2:8][CH2:9][CH2:10]/[CH:11]=[CH:12]\[CH2:13]/[CH:14]=[CH:15]\[CH2:16]/[CH:17]=[CH:18]\[CH2:19]/[CH:20]=[CH:21]\[CH2:22][CH2:23][CH2:24][CH2:25][CH3:26] |f:0.1.2.3.4.5,8.9|. Reported procedure: To a suspension of LiAlH4 (0.499 g, 13.14 mmol) in dry THF (50 mL) was added arachidonic acid (1.00 g, 3.28 g) in dry THF (40 mL) at 0° C. (ice-bath) under argon and the reaction mixture was stirred for 1 h at 0° C. and then for 1 h at room temperature. After a slow addition of water (0.2 mL), the white gelatinious precipitate was dissolved by adding 10% aq NaOH (0.2 mL) and water (0.6 mL) and the mixture was allowed to stir for 1 h. The mixture was then dried over MgSO4, and filtered and the fi... Reactants: CCCCC1(N(C)C)CC=C(c2[nH]c3ccc(C#N)cc3c2C)CC1, CO. Yields the product CCCCC1(N(C)C)CCC(c2[nH]c3ccc(C#N)cc3c2C)CC1. Reaction SMILES: [CH2:1]([CH2:2][CH2:3][CH3:4])[C:5]1([N:23]([CH3:24])[CH3:25])[CH2:6][CH:7]=[C:8]([c:11]2[nH:12][c:13]3[cH:14][cH:15][c:16]([C:21]#[N:22])[cH:17][c:18]3[c:19]2[CH3:20])[CH2:9][CH2:10]1.[CH3:26][OH:27]>>[CH2:1]([CH2:2][CH2:3][CH3:4])[C:5]1([N:23]([CH3:24])[CH3:25])[CH2:6][CH2:7][CH:8]([c:11]2[nH:12][c:13]3[cH:14][cH:15][c:16]([C:21]#[N:22])[cH:17][c:18]3[c:19]2[CH3:20])[CH2:9][CH2:10]1. Starting materials: COC=1C=C(C=C(C1OC)OC)C[C@@H]1CC(=O)OC1 ((R)-3-[1-(3,4,5-trimethoxyphenyl)-methyl]butanolide), COC=1C=C(C=O)C=C(C1OC)OC (3,4,5-trimethoxybenzaldehyde), [H-].[Na+] (sodium hydride), CO (methanol), Cl (HCl). The solvent is C1(=CC=CC=C1)C (toluene). Reaction conditions: time 45 hour. Yields the product COC=1C=C(\C=C/2\C(=O)OC[C@@H]2CC2=CC(=C(C(=C2)OC)OC)OC)C=C(C1OC)OC ((R)-(E)-2-(3,4,5-trimethoxybenzylidene)-3-[1-(3,4,5-trimethoxyphenyl)-methyl]butanolide), oil. The yield is 33.0%. RXN SMILES: [CH3:1][O:2][C:3]1[CH:4]=[C:5]([CH2:13][C@H:14]2[CH2:19][O:18][C:16](=[O:17])[CH2:15]2)[CH:6]=[C:7]([O:11][CH3:12])[C:8]=1[O:9][CH3:10].[CH3:20][O:21][C:22]1[CH:23]=[C:24]([CH:27]=[C:28]([O:32][CH3:33])[C:29]=1[O:30][CH3:31])[CH:25]=O.[H-].[Na+].CO.Cl>C1(C)C=CC=CC=1>[CH3:33][O:32][C:28]1[CH:27]=[C:24]([CH:23]=[C:22]([O:21][CH3:20])[C:29]=1[O:30][CH3:31])/[CH:25]=[C:15]1/[C:16]([O:18][CH2:19][C@@H:14]/1[CH2:13][C:5]1[CH:6]=[C:7]([O:11][CH3:12])[C:8]([O:9][CH3:10])=[C:3]([O:2][CH3:1])[CH:4]=1)=[O:17] |f:2.3|. Procedure details: A solution of (R)-3-[1-(3,4,5-trimethoxyphenyl)-methyl]butanolide [10.52 g, 0.04 mol; K. Lalami, D. Dhai, and E. Brown, Heterocycles, 27, 1131 (1988)] and 3,4,5-trimethoxybenzaldehyde (11.4 g, 0.058 mol) in toluene (150 ml) was cooled to 0° C. under an argon stream. The solution was added with 4.0 g of sodium hydride (60%, 0.1 mol) and 0.15 ml (0.0037 mol) of methanol, followed by stirring at room temperature for 45 hours. The reaction mixture was ice-cooled and then added with 100 ml of 2N-HCl.... Starting materials: COC(=O)CBr, CN1CCCC1=O, CNc1ccc(F)cc1F, [K+], [K+], O=C([O-])[O-], O. Yields the product COC(=O)CN(C)c1ccc(F)cc1F. As a reaction SMILES: [Br:17][CH2:18][C:19](=[O:20])[O:21][CH3:22].[CH3:24][N:25]1[CH2:26][CH2:27][CH2:28][C:29]1=[O:30].[F:1][c:2]1[c:3]([NH:4][CH3:5])[cH:6][cH:7][c:8]([F:10])[cH:9]1.[K+:11].[K+:12].[O-:13][C:14]([O-:15])=[O:16].[OH2:23]>>[F:1][c:2]1[c:3]([N:4]([CH3:5])[CH2:18][C:19](=[O:20])[O:21][CH3:22])[cH:6][cH:7][c:8]([F:10])[cH:9]1.